This data is from the Open Reaction Database (ORD), a public repository of structured organic reaction records. The task is: describe an organic reaction: reactants, conditions, products, and yield Starting materials: [Cr](=O)(=O)([O-])Cl.[NH+]1=CC=CC=C1 (pyridinium chlorochromate), BrC1=C(C=C(C=2SC3=C(C(OCC21)=O)C(=C(C=C3)C(CC(C)C)O)OC)OC)C (8-Bromo-3-(1-hydroxy-3-methylbutyl)-4,11-dimethoxy-9-methyl-7H-dibenz[c,f][1,5]oxathiocin-5-one). The solvent is ClCCl (dichlormethane). Run at time 2 hour. The product is BrC1=C(C=C(C=2SC3=C(C(OCC21)=O)C(=C(C=C3)C(CC(C)C)=O)OC)OC)C (8-Bromo-4,11-dimethoxy-9-methyl-3-(3-methylbutan-1-oyl)-7H-dibenz[c,f][1,5]oxathiocin-5-one). RXN SMILES: [Cr](Cl)([O-])(=O)=O.[NH+]1C=CC=CC=1.[Br:12][C:13]1[C:24]2[CH2:23][O:22][C:21](=[O:25])[C:20]3[C:26]([O:36][CH3:37])=[C:27]([CH:30]([OH:35])[CH2:31][CH:32]([CH3:34])[CH3:33])[CH:28]=[CH:29][C:19]=3[S:18][C:17]=2[C:16]([O:38][CH3:39])=[CH:15][C:14]=1[CH3:40]>ClCCl>[Br:12][C:13]1[C:24]2[CH2:23][O:22][C:21](=[O:25])[C:20]3[C:26]([O:36][CH3:37])=[C:27]([C:30](=[O:35])[CH2:31][CH:32]([CH3:34])[CH3:33])[CH:28]=[CH:29][C:19]=3[S:18][C:17]=2[C:16]([O:38][CH3:39])=[CH:15][C:14]=1[CH3:40] |f:0.1|. Reported procedure: 31 mg (0.15 mmol) of pyridinium chlorochromate are added to a solution of 35 mg (0.07 mmol) of the compound from Example XV in 4 ml of dichlormethane and the mixture is stirred at room temperature for 2 hours. The reaction solution is applied to silica gel, eluted with dichloromethane and chromatographed on silica gel using petroleum ether/ethyl acetate 1:3. Starting materials: BrC=1C=C(C=2NC=3C=CC(=CC3C2N1)C(=O)N1CCOCC1)C(=O)OC (Methyl 2-bromo-8-(morpholine-4-carbonyl)-5H-pyrido[3,2-b]indole-4-carboxylate), N.CO (NH3 MeOH). Conditions: temperature 105 celsius. Product: BrC=1C=C(C=2NC=3C=CC(=CC3C2N1)C(=O)N1CCOCC1)C(=O)N (2-bromo-8-(morpholine-4-carbonyl)-5H-pyrido[3,2-b]indole-4-carboxamide). Isolated yield 96.7%. As a reaction SMILES: [Br:1][C:2]1[CH:3]=[C:4]([C:23]([O:25]C)=O)[C:5]2[NH:6][C:7]3[CH:8]=[CH:9][C:10]([C:15]([N:17]4[CH2:22][CH2:21][O:20][CH2:19][CH2:18]4)=[O:16])=[CH:11][C:12]=3[C:13]=2[N:14]=1.[NH3:27].CO>>[Br:1][C:2]1[CH:3]=[C:4]([C:23]([NH2:27])=[O:25])[C:5]2[NH:6][C:7]3[CH:8]=[CH:9][C:10]([C:15]([N:17]4[CH2:18][CH2:19][O:20][CH2:21][CH2:22]4)=[O:16])=[CH:11][C:12]=3[C:13]=2[N:14]=1 |f:1.2|. Procedure details: Methyl 2-bromo-8-(morpholine-4-carbonyl)-5H-pyrido[3,2-b]indole-4-carboxylate (220 mg, 0.526 mmol) was mixed with NH3/MeOH(7N) (18 mL, 126 mmol) in a sealed microwave vial. The mixture was heated at 105° C. for 2.5 hrs in microwave. The mixture was concentrated to give 205 mg crude product. MS (ESI) m/z 402.95 (M+H)+. The reactants are CC1(NC(CC(C1)=NO)(C)C)C (2,2,6,6-tetramethylpiperidin-4-one oxime), C(CCCCCCCCC(=O)OCC1=CC=C(C=C1)CBr)(=O)OCC1=CC=C(C=C1)CBr (di-(4-bromomethylbenzyl) sebacate). Yields the product CC1(NC(CC(C1)N(O)CC1=CC=C(COC(CCCCCCCCC(=O)OCC2=CC=C(C=C2)CN(O)C2CC(NC(C2)(C)C)(C)C)=O)C=C1)(C)C)C (Di-[4-(N-(2,2,6,6-tetramethylpiperidin-4-yl) -N-hydroxyaminomethyl)benzyl]sebacate). Reaction SMILES: [CH3:1][C:2]1([CH3:12])[CH2:7][C:6](=[N:8][OH:9])[CH2:5][C:4]([CH3:11])([CH3:10])[NH:3]1.[C:13]([O:35][CH2:36][C:37]1[CH:42]=[CH:41][C:40]([CH2:43]Br)=[CH:39][CH:38]=1)(=[O:34])[CH2:14][CH2:15][CH2:16][CH2:17][CH2:18][CH2:19][CH2:20][CH2:21][C:22]([O:24][CH2:25][C:26]1[CH:31]=[CH:30][C:29]([CH2:32]Br)=[CH:28][CH:27]=1)=[O:23]>>[CH3:1][C:2]1([CH3:12])[CH2:7][CH:6]([N:8]([CH2:43][C:40]2[CH:41]=[CH:42][C:37]([CH2:36][O:35][C:13](=[O:34])[CH2:14][CH2:15][CH2:16][CH2:17][CH2:18][CH2:19][CH2:20][CH2:21][C:22]([O:24][CH2:25][C:26]3[CH:31]=[CH:30][C:29]([CH2:32][N:8]([CH:6]4[CH2:7][C:2]([CH3:12])([CH3:1])[NH:3][C:4]([CH3:11])([CH3:10])[CH2:5]4)[OH:9])=[CH:28][CH:27]=3)=[O:23])=[CH:38][CH:39]=2)[OH:9])[CH2:5][C:4]([CH3:11])([CH3:10])[NH:3]1. Reported procedure: from 2,2,6,6-tetramethylpiperidin-4-one oxime and di-(4-bromomethylbenzyl) sebacate The reactants are CC(=O)[O-], CC(=O)O, [Na+], O=C1CNC(=O)N1, COc1ccc(C=O)cc1OCc1ccccc1. Yields the product COc1ccc(C=C2NC(=O)NC2=O)cc1OCc1ccccc1. As a reaction SMILES: [CH3:27][C:28](=[O:29])[O-:30].[CH3:31][C:32](=[O:33])[OH:34].[Na+:26].[O:19]=[C:20]1[CH2:21][NH:22][C:23](=[O:24])[NH:25]1.[c:1]1([CH2:7][O:8][c:9]2[cH:10][c:11]([CH:12]=[O:13])[cH:14][cH:15][c:16]2[O:17][CH3:18])[cH:2][cH:3][cH:4][cH:5][cH:6]1>>[c:1]1([CH2:7][O:8][c:9]2[cH:10][c:11]([CH:12]=[C:21]3[C:20](=[O:19])[NH:25][C:23](=[O:24])[NH:22]3)[cH:14][cH:15][c:16]2[O:17][CH3:18])[cH:2][cH:3][cH:4][cH:5][cH:6]1. Starting materials: O=C1COCC(=O)O1, C1CCOC1, COC(=O)c1cc(Br)ccc1N. Yields the product COC(=O)c1cc(Br)ccc1NC(=O)COCC(=O)O. Reaction SMILES: [C:13]1(=[O:20])[CH2:14][O:15][CH2:16][C:17](=[O:18])[O:19]1.[CH2:21]1[O:22][CH2:23][CH2:24][CH2:25]1.[NH2:1][c:2]1[c:3]([C:4](=[O:5])[O:6][CH3:7])[cH:8][c:9]([Br:12])[cH:10][cH:11]1>>[NH:1]([c:2]1[c:3]([C:4](=[O:5])[O:6][CH3:7])[cH:8][c:9]([Br:12])[cH:10][cH:11]1)[C:17]([CH2:16][O:15][CH2:14][C:13](=[O:19])[OH:20])=[O:18]. As a reaction SMILES: [I+2:11]([O-:12])([O-:13])[O-:14].[I-:17].[K+:15].[K+:16].[OH2:18].[OH:1][C:2](=[O:3])[c:4]1[cH:5][cH:6][c:7]([OH:8])[n:9][cH:10]1.[S:19](=[O:20])(=[O:21])([OH:22])[OH:23]>>[OH:1][C:2](=[O:3])[c:4]1[cH:5][c:6]([I:11])[c:7]([OH:8])[n:9][cH:10]1. Product: O=C(O)c1cnc(O)c(I)c1. Starting materials: [O-][I+2]([O-])[O-], [I-], [K+], [K+], O, O=C(O)c1ccc(O)nc1, O=S(=O)(O)O. Reactants: COCCO, Cc1cc(C(=O)N2CCOCC2)[nH]c1C=C1C(=O)Nc2ncnc(Cl)c21, O, CC(N)c1ccccc1. Product: Cc1cc(C(=O)N2CCOCC2)[nH]c1C=C1C(=O)Nc2ncnc(NC(C)c3ccccc3)c21. Reaction SMILES: [CH3:36][O:37][CH2:38][CH2:39][OH:40].[Cl:1][c:2]1[c:3]2[c:4]([n:5][cH:6][n:7]1)[NH:8][C:9](=[O:26])[C:10]2=[CH:11][c:12]1[nH:13][c:14]([C:18](=[O:19])[N:20]2[CH2:21][CH2:22][O:23][CH2:24][CH2:25]2)[cH:15][c:16]1[CH3:17].[OH2:41].[c:27]1([CH:33]([CH3:34])[NH2:35])[cH:28][cH:29][cH:30][cH:31][cH:32]1>>[c:2]1([NH:35][CH:33]([c:27]2[cH:28][cH:29][cH:30][cH:31][cH:32]2)[CH3:34])[c:3]2[c:4]([n:5][cH:6][n:7]1)[NH:8][C:9](=[O:26])[C:10]2=[CH:11][c:12]1[nH:13][c:14]([C:18](=[O:19])[N:20]2[CH2:21][CH2:22][O:23][CH2:24][CH2:25]2)[cH:15][c:16]1[CH3:17].